Dataset: the Open Reaction Database (ORD), a public repository of structured organic reaction records. Task: describe an organic reaction: reactants, conditions, products, and yield Starting materials: ClC1=CC=C(C=C1)C=1C=C(C=NC1OCC(F)(F)F)C(=O)O (5-(4-chlorophenyl)-6-(2,2,2-trifluoroethoxy)-3-pyridinecarboxylic acid), ClC=1N=NC(=CC1)N(N)C (3-chloro-6-(1-methylhydrazinyl)-pyridazine). The product is ClC1=CC=C(C=C1)C=1C=C(C=NC1OCC(F)(F)F)C(=O)NN(C)C=1N=NC(=CC1)Cl (5-(4-chlorophenyl)-N′-(6-chloropyridazin-3-yl)-N′-methyl-6-(2,2,2-trifluoroethoxy)-3-pyridinecarboxylic acid hydrazide). RXN SMILES: [Cl:1][C:2]1[CH:7]=[CH:6][C:5]([C:8]2[CH:9]=[C:10]([C:20]([OH:22])=O)[CH:11]=[N:12][C:13]=2[O:14][CH2:15][C:16]([F:19])([F:18])[F:17])=[CH:4][CH:3]=1.[Cl:23][C:24]1[N:25]=[N:26][C:27]([N:30]([CH3:32])[NH2:31])=[CH:28][CH:29]=1>>[Cl:1][C:2]1[CH:3]=[CH:4][C:5]([C:8]2[CH:9]=[C:10]([C:20]([NH:31][N:30]([C:27]3[N:26]=[N:25][C:24]([Cl:23])=[CH:29][CH:28]=3)[CH3:32])=[O:22])[CH:11]=[N:12][C:13]=2[O:14][CH2:15][C:16]([F:18])([F:19])[F:17])=[CH:6][CH:7]=1. Reported procedure: The title compound was synthesized in analogy to Example 1 using 5-(4-chlorophenyl)-6-(2,2,2-trifluoroethoxy)-3-pyridinecarboxylic acid (CAN 1018782-82-5) and 3-chloro-6-(1-methylhydrazinyl)-pyridazine (CAN 76953-33-8) as starting materials; LC-MS (UV peak area/ESI) 96.8%, 472.0538 (M+H)+. Starting materials: C=C(C)c1ccc(OC(C)C(=O)OC)cc1, CC(=O)O, [Na+], [Na+], O, OO, O=S(=O)(O)O, O=S([O-])[O-]. Yields the product COC(=O)C(C)Oc1ccc(O)cc1. RXN SMILES: [CH3:1][C:2](=[CH2:3])[c:4]1[cH:5][cH:6][c:7]([O:8][CH:9]([C:10](=[O:11])[O:12][CH3:13])[CH3:14])[cH:15][cH:16]1.[CH3:30][C:31](=[O:32])[OH:33].[Na+:28].[Na+:29].[OH2:34].[OH:17][OH:18].[S:19]([OH:20])(=[O:21])(=[O:22])[OH:23].[S:24]([O-:25])([O-:26])=[O:27]>>[c:4]1([OH:20])[cH:5][cH:6][c:7]([O:8][CH:9]([C:10](=[O:11])[O:12][CH3:13])[CH3:14])[cH:15][cH:16]1. Reactants: B(Br)(Br)Br (boron tribromide), COC=1C=C(C=CC1)S(=O)(=O)NCCN1CCOCC1 (3-(Methyloxy)-N-[2-(4-morpholinyl)ethyl]benzenesulfonamide). Run in C(Cl)Cl (CH2Cl2). Run at temperature 0 celsius. Yields the product OC=1C=C(C=CC1)S(=O)(=O)NCCN1CCOCC1 (3-Hydroxy-N-[2-(4-morpholinyl)ethyl]benzenesulfonamide), crude oil. The yield is 66.0%. Reaction SMILES: B(Br)(Br)Br.C[O:6][C:7]1[CH:8]=[C:9]([S:13]([NH:16][CH2:17][CH2:18][N:19]2[CH2:24][CH2:23][O:22][CH2:21][CH2:20]2)(=[O:15])=[O:14])[CH:10]=[CH:11][CH:12]=1>C(Cl)Cl>[OH:6][C:7]1[CH:8]=[C:9]([S:13]([NH:16][CH2:17][CH2:18][N:19]2[CH2:20][CH2:21][O:22][CH2:23][CH2:24]2)(=[O:15])=[O:14])[CH:10]=[CH:11][CH:12]=1. Procedure: A solution of boron tribromide (1M in CH2Cl2, 20 mL, 20 mmol) was added to a −78° C. solution of the product of Step 1 in CH2Cl2 (50 mL) and the resulting mixture was allowed to warm to 0° C. After 2 h at 0° C. the mixture was re-cooled to −78° C. and quenched with sat. aq. NaHCO3 solution and allowed to warm to rt. The mixture was extracted with EtOAc, and the organic layers was washed with H2O and brine, dried (MgSO4), filtered and the filtrate was concentrated to give the title compound as a ...